From a dataset of the Open Reaction Database (ORD), a public repository of structured organic reaction records. describe an organic reaction: reactants, conditions, products, and yield Reactants: ClC1=NC=C(C(=N1)NC1CC2C(CN(C2)C(=O)OC(C)(C)C)C1)C (tert-butyl 5-((2-chloro-5-methylpyrimidin-4-yl)amino)hexahydrocyclopenta[c]pyrrole-2(1H)-carboxylate), Cl.CN1N=C2C=C(C=CC2=C1C)N (2,3-dimethylindazol-6-amine hydrochloride), CCN(C(C)C)C(C)C (DIPEA). The solvent is CCCCO (n-BuOH). Run at temperature 150 celsius, time 2 hour. Product: CN1N=C2C=C(C=CC2=C1C)NC1=NC=C(C(=N1)NC1CC2C(CN(C2)C(=O)OC(C)(C)C)C1)C (tert-butyl 5-((2-((2,3-dimethyl-2H-indazol-6-yl)amino)-5-methylpyrimidin-4-yl)amino)hexahydrocyclopenta[c]pyrrole-2(1H)-carboxylate). The yield is 100.4%. Reaction SMILES: Cl[C:2]1[N:7]=[C:6]([NH:8][CH:9]2[CH2:23][CH:12]3[CH2:13][N:14]([C:16]([O:18][C:19]([CH3:22])([CH3:21])[CH3:20])=[O:17])[CH2:15][CH:11]3[CH2:10]2)[C:5]([CH3:24])=[CH:4][N:3]=1.Cl.[CH3:26][N:27]1[C:35]([CH3:36])=[C:34]2[C:29]([CH:30]=[C:31]([NH2:37])[CH:32]=[CH:33]2)=[N:28]1.CCN(C(C)C)C(C)C>CCCCO>[CH3:26][N:27]1[C:35]([CH3:36])=[C:34]2[C:29]([CH:30]=[C:31]([NH:37][C:2]3[N:7]=[C:6]([NH:8][CH:9]4[CH2:10][CH:11]5[CH2:15][N:14]([C:16]([O:18][C:19]([CH3:22])([CH3:20])[CH3:21])=[O:17])[CH2:13][CH:12]5[CH2:23]4)[C:5]([CH3:24])=[CH:4][N:3]=3)[CH:32]=[CH:33]2)=[N:28]1 |f:1.2|. Procedure: To a suspension of tert-butyl 5-((2-chloro-5-methylpyrimidin-4-yl)amino)hexahydrocyclopenta[c]pyrrole-2(1H)-carboxylate (421.5 mg, 1.19 mmol) and 2,3-dimethylindazol-6-amine hydrochloride (734.5 mg, 3.72 mmol) in n-BuOH (10 mL) was added DIPEA (795.2 mg, 6.09 mmol). The reaction mixture was stirred at 150° C. under microwave for 2 h and concentrated in vacuo. The residue was purified by silica gel column chromatography (MeOH/DCM (v/v)=1/10) to give the title compound as brown oil (570.5 mg, 100%...